Task: describe an organic reaction: reactants, conditions, products, and yield. Dataset: the Open Reaction Database (ORD), a public repository of structured organic reaction records Reactants: COC(C1=C(C=CC=C1)C1=NC(=NO1)C1=CC=CC=C1)=O (o-(3-phenyl-1,2,4-oxadiazol-5-yl)-benzoic acid methyl ester), CN (methyl amine). The solvent is CCOCC (ether), O (water). Conditions: time 19 hour. The product is C1(=CC=CC=C1)C1=NOC(=N1)C1=C(C(=O)NC)C=CC=C1 (o-(3-phenyl-1,2,4-oxadiazol-5-yl)-N-methyl benzamide). RXN SMILES: C[O:2][C:3](=O)[C:4]1[CH:9]=[CH:8][CH:7]=[CH:6][C:5]=1[C:10]1[O:14][N:13]=[C:12]([C:15]2[CH:20]=[CH:19][CH:18]=[CH:17][CH:16]=2)[N:11]=1.[CH3:22][NH2:23]>CCOCC.O>[C:15]1([C:12]2[N:11]=[C:10]([C:5]3[CH:6]=[CH:7][CH:8]=[CH:9][C:4]=3[C:3]([NH:23][CH3:22])=[O:2])[O:14][N:13]=2)[CH:20]=[CH:19][CH:18]=[CH:17][CH:16]=1. Reported procedure: A solution of 6.16 g. (0.022 mole) o-(3-phenyl-1,2,4-oxadiazol-5-yl)-benzoic acid methyl ester in 150 milliliters ether is treated with 150 milliliters 40 percent methyl amine in water. The resulting two-phase system is stirred vigorously for 19 hours. The ether is evaporated, and the resulting mixture extracted with methylene chloride. The organic phase is washed with water and then brine, dried over anhydrous magnesium sulfate, filtered, and evaporated in vacuo. The resulting solid is triturat...